From a dataset of the Open Reaction Database (ORD), a public repository of structured organic reaction records. describe an organic reaction: reactants, conditions, products, and yield Starting materials: NN1N=CC=N1 (2-aminotriazole), solution, C[Al](C)C (trimethylaluminum), C (methane), COC1=NC(=NC(=C1)C)NC(=O)NS(=O)(=O)C1=C(C=CC=C1)C(=O)OC (N-[(4-methoxy-6-methylpyrimidin-2-yl)aminocarbonyl]-2-methoxycarbonylbenzenesulfonamide), CH3 pyrimidine, S1C=NC=C1 (thiazole), carbonyl, Cl (hydrochloric acid). Reported procedure: To a solution of 2-aminotriazole (2.1 g) in 100 ml of methylene chloride was added 10 ml of a 2M solution in toluene of trimethylaluminum (1.44 g of Al(CH3)3) by syringe. Evolution of methane gas was seen and the solution became homogeneous. To this mixture was added 4.0 g of N-[(4-methoxy-6-methylpyrimidin-2-yl)aminocarbonyl]-2-methoxycarbonylbenzenesulfonamide and the homogeneous solution was heated at reflux for 18 hours. The reaction mixture was then heated with aqueous hydrochloric acid and... RXN SMILES: NN1N=[CH:5][CH:4]=[N:3]1.C[Al](C)C.C.[CH3:12][O:13][C:14]1[CH:19]=[C:18]([CH3:20])[N:17]=[C:16]([NH:21][C:22]([NH:24][S:25]([C:28]2[CH:33]=[CH:32][CH:31]=[CH:30][C:29]=2[C:34](OC)=[O:35])(=[O:27])=[O:26])=[O:23])[N:15]=1.Cl.[S:39]1C=C[N:41]=[CH:40]1>C(Cl)Cl.C1(C)C=CC=CC=1.C(O)(C(F)(F)F)=O>[CH3:12][O:13][C:14]1[CH:19]=[C:18]([CH3:20])[N:17]=[C:16]([NH:21][C:22]([NH:24][S:25]([C:28]2[CH:33]=[CH:32][CH:31]=[CH:30][C:29]=2[C:34]([NH:41][C:40]2[S:39][CH:5]=[CH:4][N:3]=2)=[O:35])(=[O:26])=[O:27])=[O:23])[N:15]=1. Product: COC1=NC(=NC(=C1)C)NC(=O)NS(=O)(=O)C1=C(C(=O)NC=2SC=CN2)C=CC=C1 (2-[[(4-methoxy-6-methylpyrimidin-2-yl)aminocarbonyl]aminosulfonyl]-N-(thiazol-2-yl)benzamide). The solvent is C(Cl)Cl (methylene chloride), C1(=CC=CC=C1)C (toluene), C(=O)(C(F)(F)F)O (TFA). Yields the product C(C)N1CC=2N(CC1)N=C(C2)NC2=CC(=CN(C2=O)C)C2=CC=NC(=C2C=O)N2C(C=1C=C3CCCCN3C1CC2)=O (4-(5-(5-Ethyl-4,5,6,7-tetrahydropyrazolo[1,5-a]pyrazin-2-ylamino)-1-methyl-6-oxo-1,6-dihydropyridin-3-yl)-2-(1-oxo-3,4,6,7,8,9-hexahydro-pyrido[3,4-b]indolizin-2(1H)-yl)nicotinaldehyde). The solvent is O (water), C(C)#N (acetonitrile). Reported procedure: A 50-mL single-neck round-bottomed flask equipped with a magnetic stirrer and a reflux condenser was charged with 208d (120 mg, 0.30 mmol), 4-chloro-2-(1-oxo-3,4,6,7,8,9-hexahydropyrido-[3,4-b]indolizin-2(1H)-yl)nicotinaldehyde 139a (99 mg, 0.30 mmol), PdCl2(dppf) (13 mg, 0.015 mmol), K3PO4 (127 mg, 0.60 mmol), sodium acetate (49 mg, 0.60 mmol), acetonitrile (10 mL), and water (0.5 mL). The system was evacuated and refilled with N2. The reaction mixture was heated at 100° C. for 2 h. It was then... Reactants: C(C)N1CC=2N(CC1)N=C(C2)NC=2C(N(C=C(C2)B2OC(C(O2)(C)C)(C)C)C)=O (3-(5-Ethyl-4,5,6,7-tetrahydropyrazolo[1,5-a]pyrazin-2-ylamino)-1-methyl-5-(4,4,5,5-tetramethyl-1,3,2-dioxaborolan-2-yl)pyridin-2(1H)-one), ClC1=CC=NC(=C1C=O)N1C(C=2C=C3CCCCN3C2CC1)=O (4-Chloro-2-(1-oxo-3,4,6,7,8,9-hexahydropyrido[3,4-b]indolizin-2(1H)-yl)nicotinaldehyde), [O-]P(=O)([O-])[O-].[K+].[K+].[K+] (K3PO4), C(C)(=O)[O-].[Na+] (sodium acetate). Isolated yield 55.9%. Reaction conditions: temperature 100 celsius. Reagents/catalysts: C1=CC=C(C=C1)P([C-]2C=CC=C2)C3=CC=CC=C3.C1=CC=C(C=C1)P([C-]2C=CC=C2)C3=CC=CC=C3.Cl[Pd]Cl.[Fe+2] (PdCl2(dppf)). As a reaction SMILES: [CH2:1]([N:3]1[CH2:8][CH2:7][N:6]2[N:9]=[C:10]([NH:12][C:13]3[C:14](=[O:29])[N:15]([CH3:28])[CH:16]=[C:17](B4OC(C)(C)C(C)(C)O4)[CH:18]=3)[CH:11]=[C:5]2[CH2:4]1)[CH3:2].Cl[C:31]1[C:36]([CH:37]=[O:38])=[C:35]([N:39]2[CH2:51][CH2:50][C:49]3[N:48]4[C:43]([CH2:44][CH2:45][CH2:46][CH2:47]4)=[CH:42][C:41]=3[C:40]2=[O:52])[N:34]=[CH:33][CH:32]=1.[O-]P([O-])([O-])=O.[K+].[K+].[K+].C([O-])(=O)C.[Na+]>C1C=CC(P(C2C=CC=CC=2)[C-]2C=CC=C2)=CC=1.C1C=CC(P(C2C=CC=CC=2)[C-]2C=CC=C2)=CC=1.Cl[Pd]Cl.[Fe+2].O.C(#N)C>[CH2:1]([N:3]1[CH2:8][CH2:7][N:6]2[N:9]=[C:10]([NH:12][C:13]3[C:14](=[O:29])[N:15]([CH3:28])[CH:16]=[C:17]([C:31]4[C:36]([CH:37]=[O:38])=[C:35]([N:39]5[CH2:51][CH2:50][C:49]6[N:48]7[C:43]([CH2:44][CH2:45][CH2:46][CH2:47]7)=[CH:42][C:41]=6[C:40]5=[O:52])[N:34]=[CH:33][CH:32]=4)[CH:18]=3)[CH:11]=[C:5]2[CH2:4]1)[CH3:2] |f:2.3.4.5,6.7,8.9.10.11|. Starting materials: COc1ccccc1, Cc1ccccc1, CN1CCNCC1, CC(C)O, [Cl-], [Cl-], [Cl-], [Cl-], O=C1Nc2ccccc2Nc2c(Cl)cccc21, N, [Ti+4]. Product: CN1CCN(C2=Nc3ccccc3Nc3c(Cl)cccc32)CC1. Reaction SMILES: [CH3:1][O:2][c:3]1[cH:4][cH:5][cH:6][cH:7][cH:8]1.[CH3:34][c:35]1[cH:36][cH:37][cH:38][cH:39][cH:40]1.[CH3:9][N:10]1[CH2:11][CH2:12][NH:13][CH2:14][CH2:15]1.[CH:46]([OH:47])([CH3:48])[CH3:49].[Cl-:41].[Cl-:42].[Cl-:43].[Cl-:44].[Cl:16][c:17]1[cH:18][cH:19][cH:20][c:21]2[c:22]1[NH:23][c:24]1[c:25]([cH:29][cH:30][cH:31][cH:32]1)[NH:26][C:27]2=[O:28].[NH3:33].[Ti+4:45]>>[CH3:9][N:10]1[CH2:11][CH2:12][N:13]([C:27]2=[N:26][c:25]3[c:24]([cH:32][cH:31][cH:30][cH:29]3)[NH:23][c:22]3[c:17]([Cl:16])[cH:18][cH:19][cH:20][c:21]32)[CH2:14][CH2:15]1. The reactants are C(#N)[Cu] (CuCN), [Li+].[Br-] (LiBr), C(C1=CC=CC=C1)(=O)Cl (Benzoyl chloride), [NH4+].[Cl-] (NH4Cl), ClC1=CC=C(C=C1)C (p-chlorotoluene), [Ca] (calcium), organocalcium, C(#N)[Cu] (CuCN), C(#N)[Cu] (CuCN). Run in C1CCOC1 (THF), C1CCOC1 (THF). Reaction conditions: temperature -35 celsius, time 30 minute. Product: organocalcium, CC1=CC=C(C=C1)C(=O)C1=CC=CC=C1 ((4-methylphenyl)phenylmethanone). Isolated yield 86.0%. As a reaction SMILES: Cl[C:2]1[CH:7]=[CH:6][C:5](C)=[CH:4][CH:3]=1.[Ca].[C:10]([Cu])#N.[Li+].[Br-].[C:15](Cl)(=[O:22])[C:16]1[CH:21]=[CH:20][CH:19]=[CH:18][CH:17]=1.[NH4+].[Cl-]>C1COCC1>[CH3:10][C:19]1[CH:20]=[CH:21][C:16]([C:15]([C:2]2[CH:7]=[CH:6][CH:5]=[CH:4][CH:3]=2)=[O:22])=[CH:17][CH:18]=1 |f:3.4,6.7|. Procedure details: The following experimental procedure is representative of the reactions set forth below in Table II. The organocalcium reagent (2.72 mmol) was prepared from p-chlorotoluene (344 mg, 2.72 mmol) and highly reactive calcium (3.15 mmol) as described above. CuCN.2LiBr in THF (10 mL) was added to the organocalcium reagent via a cannula at -35° C. The CuCN.2LiBr can be prepared from CuCN and approximately two equivalents of LiBr in THF, as outlined in P. Knochel et al., J. Org. Chem., 53, 2390 (1989), ... Starting materials: CCOC(C)=O, COc1cc(C)c(NCc2ccccc2)c(C)c1Cc1ccc(C(C)C)cc1, CCCCCC. Product: COc1cc(C)c(N)c(C)c1Cc1ccc(C(C)C)cc1. Reaction SMILES: [C:35]([O:36][CH2:37][CH3:38])(=[O:39])[CH3:40].[CH2:1]([c:2]1[cH:3][cH:4][cH:5][cH:6][cH:7]1)[NH:8][c:9]1[c:10]([CH3:28])[c:11]([CH2:18][c:19]2[cH:20][cH:21][c:22]([CH:25]([CH3:26])[CH3:27])[cH:23][cH:24]2)[c:12]([O:16][CH3:17])[cH:13][c:14]1[CH3:15].[CH3:29][CH2:30][CH2:31][CH2:32][CH2:33][CH3:34]>>[NH2:8][c:9]1[c:10]([CH3:28])[c:11]([CH2:18][c:19]2[cH:20][cH:21][c:22]([CH:25]([CH3:26])[CH3:27])[cH:23][cH:24]2)[c:12]([O:16][CH3:17])[cH:13][c:14]1[CH3:15]. Reactants: FC(C(C1C2CCC(C1)C2)(F)F)(S(=O)(=O)[O-])F.[Na+] (sodium 1,1,2,2-tetrafluoro-2-(norbornan-2-yl)ethanesulfonate), [Cl-].C1(=CC=CC=C1)[S+](C1=CC=CC=C1)C1=CC=CC=C1 (triphenylsulfonium chloride). Solvent: O (water), O (water). Conditions: time 30 minute. The product is FC(C(C1C2CCC(C1)C2)(F)F)(S(=O)(=O)[O-])F.C2(=CC=CC=C2)[S+](C2=CC=CC=C2)C2=CC=CC=C2 (triphenylsulfonium 1,1,2,2-tetrafluoro-2-(norbornan-2-yl)ethanesulfonate), ( 34 ). Yield: 43.0%. Reaction SMILES: [Cl-].[C:2]1([S+:8]([C:15]2[CH:20]=[CH:19][CH:18]=[CH:17][CH:16]=2)[C:9]2[CH:14]=[CH:13][CH:12]=[CH:11][CH:10]=2)[CH:7]=[CH:6][CH:5]=[CH:4][CH:3]=1.[F:21][C:22]([F:37])([S:33]([O-:36])(=[O:35])=[O:34])[C:23]([F:32])([F:31])[CH:24]1[CH2:29][CH:28]2[CH2:30][CH:25]1[CH2:26][CH2:27]2.[Na+]>O>[F:37][C:22]([F:21])([S:33]([O-:36])(=[O:35])=[O:34])[C:23]([F:32])([F:31])[CH:24]1[CH2:29][CH:28]2[CH2:30][CH:25]1[CH2:26][CH2:27]2.[C:15]1([S+:8]([C:2]2[CH:3]=[CH:4][CH:5]=[CH:6][CH:7]=2)[C:9]2[CH:14]=[CH:13][CH:12]=[CH:11][CH:10]=2)[CH:16]=[CH:17][CH:18]=[CH:19][CH:20]=1 |f:0.1,2.3,5.6|. Reported procedure: An eggplant-shaped flask was charged with a solution of 20 g of triphenylsulfonium chloride in 500 ml of water. A separately prepared solution of 20 g of sodium 1,1,2,2-tetrafluoro-2-(norbornan-2-yl)ethanesulfonate in 500 ml of water was added dropwise to the solution at room temperature. The mixture was stirred for 30 minutes. The reaction solution was extracted with ethyl acetate. The organic layer was washed with water twice and distilled under reduced pressure to obtain colorless highly visc... Yields the product ClC1=CC=C(C=C1)CCCBr (3-(4-Chlorophenyl)propyl bromide). The yield is 49.0%. Conditions: time 3 hour. Reaction SMILES: C1(P(C2C=CC=CC=2)C2C=CC=CC=2)C=CC=CC=1.[Br:20]Br.[Cl:22][C:23]1[CH:28]=[CH:27][C:26]([CH2:29][CH2:30][CH2:31]O)=[CH:25][CH:24]=1.N1C=CC=CC=1>C1(C)C=CC=CC=1.C(OCC)C.CCCCCC>[Cl:22][C:23]1[CH:28]=[CH:27][C:26]([CH2:29][CH2:30][CH2:31][Br:20])=[CH:25][CH:24]=1. The reactants are C1(=CC=CC=C1)P(C1=CC=CC=C1)C1=CC=CC=C1 (triphenylphosphine), BrBr (bromine), ClC1=CC=C(C=C1)CCCO (3-(4-Chloropenyl)propanol), N1=CC=CC=C1 (pyridine). Solvent: C1(=CC=CC=C1)C (toluene), C(C)OCC (diethyl ether), CCCCCC (hexane), C1(=CC=CC=C1)C (toluene). Procedure details: To a stirred solution of 4.15 g (15.8 mmol) of triphenylphosphine in 100 ml of toluene at 0° C., 1.51 ml (15.8 mmol) of bromine was added dropwise. This mixture was stirred for 3 hours then a solution of 3.90 g (22.9 mmol) of Part (a) alcohol and 1.63 ml (15.8 mmol) of pyridine in 20 ml of toluene was added. A solution of 25 ml hexane and 25 ml diethyl ether was added, and a brown mass was formed. The liquid was decanted and concentrated in vacuo. The residue was triturated with hexane:ethyl ace... The reactants are P(Cl)(Cl)(Cl)(Cl)Cl (Phosphorous pentachloride), C(C)(C)N(CCOC1=CC=CC=2NC(C3=CC=CC=C3C12)=O)C(C)C (β-diisopropylamino(ethoxy]-6(5H)-phenanthridinone). The solvent is P(=O)(Cl)(Cl)Cl (phosphorous oxychloride). Product: C(C)(C)N(CCOC1=CC=CC2=NC(=C3C=CC=CC3=C12)Cl)C(C)C (β-Diisopropylamino(ethoxy]-6-Chloro-Phenanthridine). Reaction SMILES: P(Cl)(Cl)(Cl)(Cl)[Cl:2].[CH:7]([N:10]([CH:29]([CH3:31])[CH3:30])[CH2:11][CH2:12][O:13][C:14]1[C:27]2[C:26]3[C:21](=[CH:22][CH:23]=[CH:24][CH:25]=3)[C:20](=O)[NH:19][C:18]=2[CH:17]=[CH:16][CH:15]=1)([CH3:9])[CH3:8]>P(Cl)(Cl)(Cl)=O>[CH:7]([N:10]([CH:29]([CH3:31])[CH3:30])[CH2:11][CH2:12][O:13][C:14]1[C:27]2[C:18](=[N:19][C:20]([Cl:2])=[C:21]3[C:26]=2[CH:25]=[CH:24][CH:23]=[CH:22]3)[CH:17]=[CH:16][CH:15]=1)([CH3:9])[CH3:8]. Reported procedure: Phosphorous pentachloride (173 mg., 0.83 mM), phosphorous oxychloride (80 ml.) and 3,8-bis[(β-diisopropylamino(ethoxy]-6(5H)-phenanthridinone (2.0 g., 4.15 mM) were reacted according to the procedure of Example VII to give 1.66 g. of the title product; M.P. 88° C.-91° C.